Dataset: the Open Reaction Database (ORD), a public repository of structured organic reaction records. Task: describe an organic reaction: reactants, conditions, products, and yield Product: CC(C)(C)c1ccc(CN(CCc2cccc(OCC3CC3)c2)C(=O)c2cc(Cl)cc3cc[nH]c23)cc1. Reaction SMILES: [Br:40][CH2:41][CH:42]1[CH2:43][CH2:44]1.[C:1]([CH3:2])([CH3:3])([CH3:4])[c:5]1[cH:6][cH:7][c:8]([CH2:9][N:10]([C:11](=[O:12])[c:13]2[cH:14][c:15]([Cl:22])[cH:16][c:17]3[cH:18][cH:19][nH:20][c:21]23)[CH2:23][CH2:24][c:25]2[cH:26][c:27]([OH:31])[cH:28][cH:29][cH:30]2)[cH:32][cH:33]1.[C:34](=[O:35])([O-:36])[O-:37].[CH3:45][C:46]#[N:47].[K+:38].[K+:39]>>[C:1]([CH3:2])([CH3:3])([CH3:4])[c:5]1[cH:6][cH:7][c:8]([CH2:9][N:10]([C:11](=[O:12])[c:13]2[cH:14][c:15]([Cl:22])[cH:16][c:17]3[cH:18][cH:19][nH:20][c:21]23)[CH2:23][CH2:24][c:25]2[cH:26][c:27]([O:31][CH2:41][CH:42]3[CH2:43][CH2:44]3)[cH:28][cH:29][cH:30]2)[cH:32][cH:33]1. Reactants: BrCC1CC1, CC(C)(C)c1ccc(CN(CCc2cccc(O)c2)C(=O)c2cc(Cl)cc3cc[nH]c23)cc1, O=C([O-])[O-], CC#N, [K+], [K+]. The product is ClC1=CC=2N(C3=CC(=CC=C13)OC)C=C(N2)C(=O)O (5-chloro-8-methoxy-imidazo-[1,2-a]-quinoline-2-carboxylic acid). Run in C(C)O (ethanol). Procedure details: 600 mg of ethyl 5-chloro-8-methoxyimidazo-[1,2-a]-quinoline-2-carboxylate were suspended in 100 ml of 50% aqueous ethanol and then 4.4 ml of N sodium hydroxide solution were added. The mixture was heated on a steam bath for 1 hour and the resulting solution was acidified with 4.4 ml of N hydrochloric acid and then was cooled to room temperature to obtain colorless crystals of 5-chloro-8-methoxy-imidazo-[1,2-a]-quinoline-2-carboxylic acid melting at 277°-278° C. RXN SMILES: [Cl:1][C:2]1[C:11]2[C:6](=[CH:7][C:8]([O:12][CH3:13])=[CH:9][CH:10]=2)[N:5]2[CH:14]=[C:15]([C:17]([O:19]CC)=[O:18])[N:16]=[C:4]2[CH:3]=1.[OH-].[Na+].Cl>C(O)C>[Cl:1][C:2]1[C:11]2[C:6](=[CH:7][C:8]([O:12][CH3:13])=[CH:9][CH:10]=2)[N:5]2[CH:14]=[C:15]([C:17]([OH:19])=[O:18])[N:16]=[C:4]2[CH:3]=1 |f:1.2|. Reactants: ClC1=CC=2N(C3=CC(=CC=C13)OC)C=C(N2)C(=O)OCC (ethyl 5-chloro-8-methoxyimidazo-[1,2-a]-quinoline-2-carboxylate), [OH-].[Na+] (sodium hydroxide), Cl (hydrochloric acid). Procedure: In a 5 mL sealed tube, was dissolved 4-chloro-N-(4-(7-methoxy-1,5-naphthyridin-4-ylthio)phenyl)phthalazin-1-amine (0.100 g, 0.224 mmol) in iPrOH (0.500 mL). To this was added cesium carbonate (0.110 g, 0.336 mmol) and the mixture was irradiated for 30 min at 140° C. in the microwave. When the reaction was determined to be complete by LC/MS, it was concentrated. The mixture concentrate was purified using Isco silica gel chromatography, using 0-100% CH2Cl2:MeOH(90:10)/CH2Cl2, followed by reverse p... As a reaction SMILES: Cl[C:2]1[C:11]2[C:6](=[CH:7][CH:8]=[CH:9][CH:10]=2)[C:5]([NH:12][C:13]2[CH:18]=[CH:17][C:16]([S:19][C:20]3[C:29]4[C:24](=[CH:25][C:26]([O:30][CH3:31])=[CH:27][N:28]=4)[N:23]=[CH:22][CH:21]=3)=[CH:15][CH:14]=2)=[N:4][N:3]=1.C(=O)([O-])[O-].[Cs+].[Cs+].[CH3:38][CH:39]([OH:41])[CH3:40]>>[CH:39]([O:41][C:2]1[C:11]2[C:6](=[CH:7][CH:8]=[CH:9][CH:10]=2)[C:5]([NH:12][C:13]2[CH:18]=[CH:17][C:16]([S:19][C:20]3[C:29]4[C:24](=[CH:25][C:26]([O:30][CH3:31])=[CH:27][N:28]=4)[N:23]=[CH:22][CH:21]=3)=[CH:15][CH:14]=2)=[N:4][N:3]=1)([CH3:40])[CH3:38] |f:1.2.3|. The product is C(C)(C)OC1=NN=C(C2=CC=CC=C12)NC1=CC=C(C=C1)SC1=CC=NC2=CC(=CN=C12)OC (4-isopropoxy-N-(4-(7-methoxy-1,5-naphthyridin-4-ylthio)phenyl)phthalazin-1-amine). Reactants: ClC1=NN=C(C2=CC=CC=C12)NC1=CC=C(C=C1)SC1=CC=NC2=CC(=CN=C12)OC (4-chloro-N-(4-(7-methoxy-1,5-naphthyridin-4-ylthio)phenyl)phthalazin-1-amine), CC(C)O (iPrOH), C([O-])([O-])=O.[Cs+].[Cs+] (cesium carbonate). The reactants are ClCC(CC(=O)OCCCC1=CC=CC=C1)=O (3-phenylpropyl 4-chloroacetoacetate), C1CCOC1 (THF), C(C)N(CC)C(C)O (N,N-Diethylaminoethanol), [H-].[Na+] (sodium hydride), C1CCOC1 (THF), C1CCOC1 (THF), Cl (Hydrochloric acid). Reaction conditions: time 30 minute. The product is C(C)N(CC)CCOCC(CC(=O)OCCCC1=CC=CC=C1)=O (3-Phenylpropyl 4-(2-(N,N-diethylamino)ethoxy)acetoacetate). RXN SMILES: [CH2:1]([N:3]([CH:6](O)[CH3:7])[CH2:4][CH3:5])[CH3:2].[H-].[Na+].Cl[CH2:12][C:13](=[O:27])[CH2:14][C:15]([O:17][CH2:18][CH2:19][CH2:20][C:21]1[CH:26]=[CH:25][CH:24]=[CH:23][CH:22]=1)=[O:16].Cl.C1C[O:32]CC1>>[CH2:1]([N:3]([CH2:6][CH2:7][O:32][CH2:12][C:13](=[O:27])[CH2:14][C:15]([O:17][CH2:18][CH2:19][CH2:20][C:21]1[CH:26]=[CH:25][CH:24]=[CH:23][CH:22]=1)=[O:16])[CH2:4][CH3:5])[CH3:2] |f:1.2|. Procedure details: N,N-Diethylaminoethanol (7.49 mL, 56.6 mmol) in THF (25 mL) was added dropwise to a suspension of sodium hydride (3.5 g, 87.5 mmol) in THF (100 mL) at 0° C. The mixture was then stirred for 30 minutes at room temperature, cooled to 0° C., 3-phenylpropyl 4-chloroacetoacetate (11.10 mL, 51.5 mmol) in THF (25 mL) was added dropwise and the reaction mixture was then stirred for 18 h whilst warming to room temperature. 1N Hydrochloric acid was added until the mixture was acidic and the aqueous layer ... Starting materials: [Li]CCCC (nBuLi), C[Si](C)(C)C#C ((trimethylsilyl)acetylene), C(C)(C)(C)[SiH2]OC(C1OCCC(C1)=O)(C)C (2-(tert-butyl-dimethyl-silanyloxymethyl)-tetrahydro-pyran-4-one). The solvent is C1CCOC1 (THF), C1CCOC1 (THF). Conditions: time 30 minute. Yields the product C(C)(C)(C)[SiH2]OC(C1OCCC(C1)(O)C#C[Si](C)(C)C)(C)C (2-(tert-Butyl-dimethyl-silanyloxymethyl)-4-trimethylsilanylethynyltetrahydro-pyran-4-ol). The yield is 84.3%. RXN SMILES: [CH3:1][Si:2]([C:5]#[CH:6])([CH3:4])[CH3:3].[Li]CCCC.[C:12]([SiH2:16][O:17][C:18]([CH3:27])([CH3:26])[CH:19]1[CH2:24][C:23](=[O:25])[CH2:22][CH2:21][O:20]1)([CH3:15])([CH3:14])[CH3:13]>C1COCC1>[C:12]([SiH2:16][O:17][C:18]([CH3:27])([CH3:26])[CH:19]1[CH2:24][C:23]([C:6]#[C:5][Si:2]([CH3:4])([CH3:3])[CH3:1])([OH:25])[CH2:22][CH2:21][O:20]1)([CH3:15])([CH3:13])[CH3:14]. Procedure details: A cold (−78 ° C.), stirred solution of (trimethylsilyl)acetylene (1.01 g, 10.3 mmol) in anhydrous THF (25 mL) was treated with nBuLi (4.12 mL in hexane, 10.3 mmol) under nitrogen. The colorless solution was stirred for 30 minutes and followed by the addition of 2-(tert-butyl-dimethyl-silanyloxymethyl)-tetrahydro-pyran-4-one (1.48 g, 6.06 mmol) in anhydrous THF (25 mL). The reaction was warmed up to room temperature, stirred for 2 hours, and quenched with water (30 mL). After removal of THF, the ... The reactants are NCCN1N=C(C=CC1=O)C=1SC=C(C1)C (2-(2-aminoethyl)-6-(4-methylthiophen-2-yl)pyridazin-3(2H)-one), ClC=1C=CN=C2C=C(C=NC12)OC (8-chloro-3-methoxy-1,5-naphthyridine). Solvent: CC(C)O (iPrOH). Reaction conditions: temperature 100 celsius, time 3 hour. Product: COC1=CN=C2C(=CC=NC2=C1)NCCN1N=C(C=CC1=O)C=1SC=C(C1)C (2-(2-(7-Methoxy-1,5-naphthyridin-4-ylamino)ethyl)-6-(4-methylthiophen-2-yl)pyridazin-3(2H)-one). Reaction SMILES: [NH2:1][CH2:2][CH2:3][N:4]1[C:9](=[O:10])[CH:8]=[CH:7][C:6]([C:11]2[S:12][CH:13]=[C:14]([CH3:16])[CH:15]=2)=[N:5]1.Cl[C:18]1[CH:19]=[CH:20][N:21]=[C:22]2[C:27]=1[N:26]=[CH:25][C:24]([O:28][CH3:29])=[CH:23]2>CC(O)C>[CH3:29][O:28][C:24]1[CH:23]=[C:22]2[C:27]([C:18]([NH:1][CH2:2][CH2:3][N:4]3[C:9](=[O:10])[CH:8]=[CH:7][C:6]([C:11]4[S:12][CH:13]=[C:14]([CH3:16])[CH:15]=4)=[N:5]3)=[CH:19][CH:20]=[N:21]2)=[N:26][CH:25]=1. Reported procedure: A suspension of 2-(2-aminoethyl)-6-(4-methylthiophen-2-yl)pyridazin-3(2H)-one (360 mg, 1530 μmol) and 8-chloro-3-methoxy-1,5-naphthyridine (298 mg, 1530 μmol) in iPrOH (5 mL) was heated to 100° C. in a sealed vial. After 3 h, the reaction mixture was partitioned between CH2Cl2 (30 mL) and 1M NaOH (10 mL). The organic layer was dried over MgSO4, concentrated to a solid, and purified on 40 gram of silica eluting with 0-60% of 6% (2M NH3 in MeOH)/CH2Cl2. The resulting oil was crystallized from ACN ... The reactants are CC(C)([O-])C.[K+] (potassium tert-butoxide), CC(C(C)=O)(OCC(=O)OC)C (Methyl (1,1-dimethyl-2-oxopropoxy)acetate). The solvent is C(C)OCC (diethyl ether), C(C)OCC (diethyl ether). Reaction conditions: time 10 minute. The product is CC1(OCC(CC1=O)=O)C (2,2-dimethyl-2H-pyran-3,5(4H,6H)-dione). As a reaction SMILES: CC(C)([O-])C.[K+].[CH3:7][C:8]([CH3:18])([O:12][CH2:13][C:14](OC)=[O:15])[C:9](=[O:11])[CH3:10]>C(OCC)C>[CH3:7][C:8]1([CH3:18])[C:9](=[O:11])[CH2:10][C:14](=[O:15])[CH2:13][O:12]1 |f:0.1|. Procedure: A solution of potassium tert-butoxide (1M in tert-butanol, 12.1 mL, 12.1 mmol) in diethyl ether (7.5 mL) at 0° C. under N2 gas was treated with a solution of the product from Example 66B in diethyl ether (3 mL). After 10 minutes, the reaction mixture was quenched into 2N HCl (25 mL) and extracted with diethyl ether (3×25 mL). The organic layers were combined, washed with brine, dried over Na2SO4, concentrated to an oil, treated with 10% dichloromethane in hexane (5 mL), and placed in the freezer... The reactants are COC1=CC=C(C=2NC(=NC21)C2=CC=CC=C2)OC (4,7-dimethoxy-2-phenyl-1H-benzimidazole), [Cl-].[Al+3].[Cl-].[Cl-] (aluminum chloride), Cl (hydrochloric acid). Solvent: C1(=CC=CC=C1)C (toluene). Conditions: time 0.5 hour. Product: C1(=CC=CC=C1)C1=NC2=C(N1)C(=CC=C2O)O (2-Phenyl-1H-benzimidazole-4,7-diol). As a reaction SMILES: C[O:2][C:3]1[C:11]2[N:10]=[C:9]([C:12]3[CH:17]=[CH:16][CH:15]=[CH:14][CH:13]=3)[NH:8][C:7]=2[C:6]([O:18]C)=[CH:5][CH:4]=1.[Cl-].[Al+3].[Cl-].[Cl-].Cl>C1(C)C=CC=CC=1>[C:12]1([C:9]2[NH:10][C:11]3[C:3]([OH:2])=[CH:4][CH:5]=[C:6]([OH:18])[C:7]=3[N:8]=2)[CH:13]=[CH:14][CH:15]=[CH:16][CH:17]=1 |f:1.2.3.4|. Procedure details: A 2.54 g portion of 4,7-dimethoxy-2-phenyl-1H-benzimidazole and 3.96 g of aluminum chloride in 125 ml of toluene were refluxed for 2 hours, then cooled and poured over cold dilute hydrochloric acid in ice. This mixture was stirred 0.5 hour, then the solid was collected, washed with water and dried, giving 2.0 g of the desired product, mp>280° C. (dec.). Reactants: CO, C#CCOc1cc(C(=O)OCC)n(-c2ncccc2Cl)n1, Cl, [Na+], [OH-], O. The product is C#CCOc1cc(C(=O)O)n(-c2ncccc2Cl)n1. RXN SMILES: [CH3:22][OH:23].[Cl:1][c:2]1[c:3](-[n:8]2[n:9][c:10]([O:18][CH2:19][C:20]#[CH:21])[cH:11][c:12]2[C:13](=[O:14])[O:15][CH2:16][CH3:17])[n:4][cH:5][cH:6][cH:7]1.[ClH:26].[Na+:25].[OH-:24].[OH2:27]>>[Cl:1][c:2]1[c:3](-[n:8]2[n:9][c:10]([O:18][CH2:19][C:20]#[CH:21])[cH:11][c:12]2[C:13](=[O:14])[OH:15])[n:4][cH:5][cH:6][cH:7]1. The reactants are C(CCC)[Sn](C=1C(N(C2=CC(=NC=C2C1)NCC)C)=O)(CCCC)CCCC (3-(tributylstannyl)-7-(ethylamino)-1-methyl-1,6-naphthyridin-2(1H)-one), C(=O)(OC(C)(C)C)N(C1=NC=C(C(=C1F)I)F)C(=O)OC(C)(C)C (N,N-bis-BOC-3,5-difluoro-4-iodopyridin-2-amine), [As](C1=CC=CC=C1)(C1=CC=CC=C1)C1=CC=CC=C1 (Ph3As). Reagents/catalysts: [Cu]I (CuI), C=1C=CC(=CC1)/C=C/C(=O)/C=C/C2=CC=CC=C2.C=1C=CC(=CC1)/C=C/C(=O)/C=C/C2=CC=CC=C2.C=1C=CC(=CC1)/C=C/C(=O)/C=C/C2=CC=CC=C2.[Pd].[Pd] (Pd2(dba)3). Run at temperature 60 celsius. Product: C(C)(C)(C)OC(=O)N(C(=O)OC(C)(C)C)C1=NC=C(C(=C1F)C=1C(N(C2=CC(=NC=C2C1)NCC)C)=O)F (3-(2-(N,N-Bis-(t-butoxycarbonyl)amino)-3,5-difluoropyridin-4-yl)-7-(ethylamino)-1-methyl-1,6-naphthyridin-2(1H)-one). RXN SMILES: C([Sn](CCCC)(CCCC)[C:6]1[C:7](=[O:20])[N:8]([CH3:19])[C:9]2[C:14]([CH:15]=1)=[CH:13][N:12]=[C:11]([NH:16][CH2:17][CH3:18])[CH:10]=2)CCC.[C:29]([N:36]([C:46]([O:48][C:49]([CH3:52])([CH3:51])[CH3:50])=[O:47])[C:37]1[C:42]([F:43])=[C:41](I)[C:40]([F:45])=[CH:39][N:38]=1)([O:31][C:32]([CH3:35])([CH3:34])[CH3:33])=[O:30].[As](C1C=CC=CC=1)(C1C=CC=CC=1)C1C=CC=CC=1>[Cu]I.C1C=CC(/C=C/C(/C=C/C2C=CC=CC=2)=O)=CC=1.C1C=CC(/C=C/C(/C=C/C2C=CC=CC=2)=O)=CC=1.C1C=CC(/C=C/C(/C=C/C2C=CC=CC=2)=O)=CC=1.[Pd].[Pd]>[C:32]([O:31][C:29]([N:36]([C:37]1[C:42]([F:43])=[C:41]([C:6]2[C:7](=[O:20])[N:8]([CH3:19])[C:9]3[C:14]([CH:15]=2)=[CH:13][N:12]=[C:11]([NH:16][CH2:17][CH3:18])[CH:10]=3)[C:40]([F:45])=[CH:39][N:38]=1)[C:46]([O:48][C:49]([CH3:52])([CH3:51])[CH3:50])=[O:47])=[O:30])([CH3:33])([CH3:34])[CH3:35] |f:4.5.6.7.8|. Procedure details: A tube was charged 3-(tributylstannyl)-7-(ethylamino)-1-methyl-1,6-naphthyridin-2(1H)-one (48 mg, 0.1 mmol), N,N-bis-BOC-3,5-difluoro-4-iodopyridin-2-amine (54 mg, 0.12 mmol), Ph3As (25 mg, 0.08 mmol), CuI (7.5 mg, 0.04 mmol) and Pd2(dba)3 (9 mg, 0.01 mmol). The tube was degassed and refilled with nitrogen gas. DMF (10 mL) was added, and then the tube was sealed and heated at 60° C. for 48 h. Aqueous sodium bicarbonate solution was added, and the mixture was extracted with ethyl acetate. The com...